Dataset: the Open Reaction Database (ORD), a public repository of structured organic reaction records. Task: describe an organic reaction: reactants, conditions, products, and yield Starting materials: FC(C=1C=C(C(=O)N2CC(C(CC2)N2CCN(CC2)C(C(F)(F)F)=O)C2=CC=C(C=C2)Cl)C=C(C1)C(F)(F)F)(F)F ((−)-1-{4-[1-(3,5-bis-trifluoromethyl-benzoyl)-3-(4-chloro-phenyl)-piperidin-4-yl]-piperazin-1-yl}-2,2,2-trifluoro-ethanone), C1(CC1)CBr (cyclopropylmethylbromide). The solvent is C(Cl)(Cl)Cl (chloroform). The product is FC(C=1C=C(C=C(C1)C(F)(F)F)C(=O)N1CC(C(CC1)N1CCN(CC1)CC1CC1)C1=CC=C(C=C1)Cl)(F)F ((−)-(3,5-Bis-trifluoromethyl-phenyl)-[3-(4-chloro-phenyl)-4-(4-cyclopropylmethyl-piperazin-1-yl)-piperidin-1-yl]-methanone). As a reaction SMILES: [F:1][C:2]([F:41])([F:40])[C:3]1[CH:4]=[C:5]([CH:33]=[C:34]([C:36]([F:39])([F:38])[F:37])[CH:35]=1)[C:6]([N:8]1[CH2:13][CH2:12][CH:11]([N:14]2[CH2:19][CH2:18][N:17]([C:20](=O)[C:21](F)(F)F)[CH2:16][CH2:15]2)[CH:10]([C:26]2[CH:31]=[CH:30][C:29]([Cl:32])=[CH:28][CH:27]=2)[CH2:9]1)=[O:7].[CH:42]1(CBr)C[CH2:43]1>C(Cl)(Cl)Cl>[F:38][C:36]([F:39])([F:37])[C:34]1[CH:33]=[C:5]([C:6]([N:8]2[CH2:13][CH2:12][CH:11]([N:14]3[CH2:15][CH2:16][N:17]([CH2:20][CH:21]4[CH2:43][CH2:42]4)[CH2:18][CH2:19]3)[CH:10]([C:26]3[CH:27]=[CH:28][C:29]([Cl:32])=[CH:30][CH:31]=3)[CH2:9]2)=[O:7])[CH:4]=[C:3]([C:2]([F:41])([F:1])[F:40])[CH:35]=1. Reported procedure: The title compound, MS: m/e=574.1 (M+H+), [α]58920=−18.46, [α]54620=−27.04, (c=0.3846, chloroform), was prepared in accordance with the general method of example 102 from (−)-1-{4-[1-(3,5-bis-trifluoromethyl-benzoyl)-3-(4-chloro-phenyl)-piperidin-4-yl]-piperazin-1-yl}-2,2,2-trifluoro-ethanone and cyclopropylmethylbromide. Starting materials: C(C)OC(CC=1C=C(C(=CC1)OCC)C1=C(C=C(C=C1)C(F)(F)F)CN1C(O[C@@H]([C@@H]1C)C1=CC=CC=C1)=O)=O ([6-ethoxy-2′-((4S,5R)-4-methyl-2-oxo-5-phenyl-oxazolidin-3-ylmethyl)-4′-trifluoromethyl-biphenyl-3-yl]-acetic acid ethyl ester), [OH-].[Li+] (lithium hydroxide). Solvent: CO (MeOH). Run at temperature 70 celsius, time 8 hour. Yields the product C(C)OC1=CC=C(C=C1C1=C(C=C(C=C1)C(F)(F)F)CN1C(O[C@@H]([C@@H]1C)C1=CC=CC=C1)=O)CC(=O)O ([6-Ethoxy-2′-((4S,5R)-4-methyl-2-oxo-5-phenyl-oxazolidin-3-ylmethyl)-4′-trifluoromethyl-biphenyl-3-yl]-acetic acid). Reaction SMILES: C([O:3][C:4](=[O:39])[CH2:5][C:6]1[CH:7]=[C:8]([C:15]2[CH:20]=[CH:19][C:18]([C:21]([F:24])([F:23])[F:22])=[CH:17][C:16]=2[CH2:25][N:26]2[C@@H:30]([CH3:31])[C@@H:29]([C:32]3[CH:37]=[CH:36][CH:35]=[CH:34][CH:33]=3)[O:28][C:27]2=[O:38])[C:9]([O:12][CH2:13][CH3:14])=[CH:10][CH:11]=1)C.[OH-].[Li+]>CO>[CH2:13]([O:12][C:9]1[C:8]([C:15]2[CH:20]=[CH:19][C:18]([C:21]([F:22])([F:23])[F:24])=[CH:17][C:16]=2[CH2:25][N:26]2[C@@H:30]([CH3:31])[C@@H:29]([C:32]3[CH:33]=[CH:34][CH:35]=[CH:36][CH:37]=3)[O:28][C:27]2=[O:38])=[CH:7][C:6]([CH2:5][C:4]([OH:39])=[O:3])=[CH:11][CH:10]=1)[CH3:14] |f:1.2|. Procedure details: To [6-ethoxy-2′-((4S,5R)-4-methyl-2-oxo-5-phenyl-oxazolidin-3-ylmethyl)-4′-trifluoromethyl-biphenyl-3-yl]-acetic acid ethyl ester (0.18 mmol) in MeOH (3 mL) was added aqueous lithium hydroxide (1N; 1 mL), and the reaction was stirred overnight at 70° C. After acidification with 1N aqueous HCl, the aqueous layer was separated and extracted with EtOAc. The combined organic layers were dried over MgSO4, filtered, and concentrated, and the crude material was purified by preparative HPLC to give the ... Reactants: COc1cccc(O)c1, COc1ccc2c(Cl)nc(Nc3cc[nH]n3)cc2c1. The product is COc1cccc(Oc2nc(Nc3cc[nH]n3)cc3cc(OC)ccc23)c1. RXN SMILES: [CH3:20][O:21][c:22]1[cH:23][c:24]([OH:28])[cH:25][cH:26][cH:27]1.[Cl:1][c:2]1[n:3][c:4]([NH:14][c:15]2[n:16][nH:17][cH:18][cH:19]2)[cH:5][c:6]2[cH:7][c:8]([O:12][CH3:13])[cH:9][cH:10][c:11]12>>[c:2]1([O:28][c:24]2[cH:23][c:22]([O:21][CH3:20])[cH:27][cH:26][cH:25]2)[n:3][c:4]([NH:14][c:15]2[n:16][nH:17][cH:18][cH:19]2)[cH:5][c:6]2[cH:7][c:8]([O:12][CH3:13])[cH:9][cH:10][c:11]12. Reactants: C1COCCO1, CCOC(C)=O, Cn1cc(-c2cc(Cl)nc(Cl)c2)cn1, O=C1NC(c2ccc(F)cc2)CO1, [K+], [K+], [K+], O=P([O-])([O-])[O-]. Yields the product Cn1cc(-c2cc(Cl)nc(N3C(=O)OCC3c3ccc(F)cc3)c2)cn1. RXN SMILES: [CH2:36]1[O:37][CH2:38][CH2:39][O:40][CH2:41]1.[CH3:42][CH2:43][O:44][C:45](=[O:46])[CH3:47].[Cl:1][c:2]1[n:3][c:4]([Cl:14])[cH:5][c:6](-[c:8]2[cH:9][n:10][n:11]([CH3:13])[cH:12]2)[cH:7]1.[F:15][c:16]1[cH:17][cH:18][c:19]([CH:22]2[NH:23][C:24](=[O:27])[O:25][CH2:26]2)[cH:20][cH:21]1.[K+:33].[K+:34].[K+:35].[P:28]([O-:29])([O-:30])([O-:31])=[O:32]>>[c:2]1([N:23]2[CH:22]([c:19]3[cH:18][cH:17][c:16]([F:15])[cH:21][cH:20]3)[CH2:26][O:25][C:24]2=[O:27])[n:3][c:4]([Cl:14])[cH:5][c:6](-[c:8]2[cH:9][n:10][n:11]([CH3:13])[cH:12]2)[cH:7]1.